From a dataset of the Open Reaction Database (ORD), a public repository of structured organic reaction records. describe an organic reaction: reactants, conditions, products, and yield The reactants are N1C(=O)C(=O)C2=CC=CC=C12 (isatin), Cl.C(C)(C)N(CCCCl)C(C)C (3-diisopropylaminopropyl chloride hydrochloride). Yields the product C(C)(C)N(CCCN1C(=O)C(=O)C2=CC=CC=C12)C(C)C (1-(3-diisopropylaminopropyl)isatin). Yield: 72.9%. Reaction SMILES: [NH:1]1[C:11]2[C:6](=[CH:7][CH:8]=[CH:9][CH:10]=2)[C:4](=[O:5])[C:2]1=[O:3].Cl.[CH:13]([N:16]([CH:21]([CH3:23])[CH3:22])[CH2:17][CH2:18][CH2:19]Cl)([CH3:15])[CH3:14]>>[CH:13]([N:16]([CH:21]([CH3:23])[CH3:22])[CH2:17][CH2:18][CH2:19][N:1]1[C:11]2[C:6](=[CH:7][CH:8]=[CH:9][CH:10]=2)[C:4](=[O:5])[C:2]1=[O:3])([CH3:15])[CH3:14] |f:1.2|. Reported procedure: By using isatin and 3-diisopropylaminopropyl chloride hydrochloride, a method analogous to that described in Reference Example 1 was carried out, and the reaction product was purified with silica gel column chromatography (eluent: chloroform/methanol=50/1) and then recrystallized from hexane to obtain 1-(3-diisopropylaminopropyl)isatin having a melting point of 49°-50° C. (yield: 72.9%). Reactants: ClC1=NC=CC(=N1)C=1C(=NN2C1C=CC=C2)C=2C=C(C=CC2)NC(C2=C(C=CC=C2F)F)=O (N-{3-[3-(2-chloro-4-pyrimidinyl)pyrazolo[1,5-a]pyridin-2-yl]phenyl}-2,6-difluorobenzamide), CN(CCOC1=CC=C(N)C=C1)C (4-{[2-(dimethylamino)ethyl]oxy}aniline). Yields the product C1NCCC2=CC=C(C=C12)NC1=NC=CC(=N1)C=1C(=NN2C1C=CC=C2)C=2C=C(C=CC2)NC(C2=CC=CC=C2)=O (N-(3-{3-[2-(1,2,3,4-tetrahydro-7-isoquinolinylamino)-4-pyrimidinyl]-pyrazolo[1,5-a]pyridin-2-yl}phenyl)benzamide). As a reaction SMILES: Cl[C:2]1[N:7]=[C:6]([C:8]2[C:9]([C:17]3[CH:18]=[C:19]([NH:23][C:24](=[O:33])[C:25]4[C:30](F)=[CH:29][CH:28]=[CH:27][C:26]=4F)[CH:20]=[CH:21][CH:22]=3)=[N:10][N:11]3[CH:16]=[CH:15][CH:14]=[CH:13][C:12]=23)[CH:5]=[CH:4][N:3]=1.CN(C)CCO[C:39]1[CH:45]=[CH:44][C:42]([NH2:43])=[CH:41][CH:40]=1>>[CH2:2]1[C:40]2[C:39](=[CH:45][CH:44]=[C:42]([NH:43][C:2]3[N:7]=[C:6]([C:8]4[C:9]([C:17]5[CH:18]=[C:19]([NH:23][C:24](=[O:33])[C:25]6[CH:30]=[CH:29][CH:28]=[CH:27][CH:26]=6)[CH:20]=[CH:21][CH:22]=5)=[N:10][N:11]5[CH:16]=[CH:15][CH:14]=[CH:13][C:12]=45)[CH:5]=[CH:4][N:3]=3)[CH:41]=2)[CH2:5][CH2:4][NH:3]1. Procedure details: The title compound was prepared from N-{3-[3-(2-chloro-4-pyrimidinyl)pyrazolo[1,5-a]pyridin-2-yl]phenyl}-2,6-difluorobenzamide and 4-{[2-(dimethylamino)ethyl]oxy}aniline in a manner analogous to Example 64. 1H NMR (400 MHz, DMSO-d6) δ 2.30 (s, 6H), 2.71 (t, 2H, J=5.7 Hz), 4.05 (t, 2H, J=5.7 Hz), 6.54 (d, 1H, J=5.2 Hz), 6.87 (d, 2H, J=9.0 Hz), 7.15 (t, 1H, J=6.9 Hz), 7.29 (t, 2H, J=7.9 Hz), 7.37 (d, 1H, J=7.7 Hz), 7.47-7.66 (m, 5H), 7.86 (d, 1H, J=8.0 Hz), 8.04 (s, 1H), 8.26 (d, 1H, J=5.2 Hz), 8.... Product: S(N)(OC1=CC=2CC[C@H]3[C@@H]4CC=C([C@@]4(C)CC[C@@H]3C2C=C1)C(NC)=O)(=O)=O (17-(N-Methylcarbamoyl)estra-1,3,5(10),16-tetraen-3-yl sulfamate). Reported procedure: In similar manners to those described for the synthesis of sulfamate 11a, compound 11g was prepared from compound 8. FAB-MS m/z 405 (M+H)+; 1H NMR (270 MHz, DMSO-d6) δ 0.91 (s, 3H, CH3), 1.03 (t, 3H, J=7.1 Hz, CH2CH3), 3.12 (m, 2H, CH2CH3), 6.36 (s, 1H, 16-CH), 6.97 (d, 1H, J=2.3 Hz, ArH), 7.01 (dd, 1H, J=2.3, 8.6 Hz, ArH), 7.33 (d, 1H, J=8.6 Hz, ArH), 7.75 (t, 1H, J=5.7 Hz, NHCH2), 7.89 (s, 2H, NH2). Reactants: S(N)(OC1=CC=2CC[C@H]3[C@@H]4CC=C([C@@]4(C)CC[C@@H]3C2C=C1)C(NCCCC)=O)(=O)=O (17-(N-Butylcarbamoyl)estra-1,3,5(10),16-tetraen-3-yl sulfamate), S(N)(OC1=CC=2CC[C@H]3[C@@H]4CC=C[C@@]4(C)CC[C@@H]3C2C=C1)(=O)=O (estra-1,3,5(10),16-tetraen-3-yl sulfamate), compound 8. As a reaction SMILES: [S:1](=[O:30])(=[O:29])([O:3][C:4]1[CH:21]=[CH:20][C:19]2[C@@H:18]3[C@H:9]([C@H:10]4[C@@:14]([CH2:16][CH2:17]3)([CH3:15])[C:13]([C:22](=[O:28])[NH:23][CH2:24]CCC)=[CH:12][CH2:11]4)[CH2:8][CH2:7][C:6]=2[CH:5]=1)[NH2:2].S(=O)(=O)(OC1C=CC2[C@@H]3[C@H]([C@H]4[C@@](CC3)(C)C=CC4)CCC=2C=1)N>>[S:1](=[O:29])(=[O:30])([O:3][C:4]1[CH:21]=[CH:20][C:19]2[C@@H:18]3[C@H:9]([C@H:10]4[C@@:14]([CH2:16][CH2:17]3)([CH3:15])[C:13]([C:22](=[O:28])[NH:23][CH3:24])=[CH:12][CH2:11]4)[CH2:8][CH2:7][C:6]=2[CH:5]=1)[NH2:2].